describe an organic reaction: reactants, conditions, products, and yield From a dataset of the Open Reaction Database (ORD), a public repository of structured organic reaction records. Starting materials: O=C([O-])[O-], Cc1oc(-c2ccccc2)nc1CCl, [Cs+], [Cs+], CN(C)C=O, O=C(O)c1ccccc1NS(=O)(=O)c1ccc(S)cc1. Yields the product Cc1oc(-c2ccccc2)nc1CSc1ccc(S(=O)(=O)Nc2ccccc2C(=O)O)cc1. Reaction SMILES: [C:35](=[O:36])([O-:37])[O-:38].[Cl:21][CH2:22][c:23]1[n:24][c:25](-[c:29]2[cH:30][cH:31][cH:32][cH:33][cH:34]2)[o:26][c:27]1[CH3:28].[Cs+:39].[Cs+:40].[O:41]=[CH:42][N:43]([CH3:44])[CH3:45].[SH:1][c:2]1[cH:3][cH:4][c:5]([S:8](=[O:9])(=[O:10])[NH:11][c:12]2[c:13]([C:14](=[O:15])[OH:16])[cH:17][cH:18][cH:19][cH:20]2)[cH:6][cH:7]1>>[S:1]([c:2]1[cH:3][cH:4][c:5]([S:8](=[O:9])(=[O:10])[NH:11][c:12]2[c:13]([C:14](=[O:15])[OH:16])[cH:17][cH:18][cH:19][cH:20]2)[cH:6][cH:7]1)[CH2:22][c:23]1[n:24][c:25](-[c:29]2[cH:30][cH:31][cH:32][cH:33][cH:34]2)[o:26][c:27]1[CH3:28]. Starting materials: ClC(C(C(C(=O)OCC)=CC1=CC(=CC=C1)[N+](=O)[O-])=O)(Cl)Cl (Ethyl 4,4,4-trichloro-2-(3-nitrophenylmethylene)-3-oxobutanoate), NC(=CC(=O)OCC)C (ethyl 3-amino-2-butenoate). Run in C(C)(C)(C)O (tert-butanol). Yields the product OC1(NC(=C(C(C1C(=O)OCC)C1=CC(=CC=C1)[N+](=O)[O-])C(=O)OCC)C)C(Cl)(Cl)Cl (Diethyl 1,2,3,4-tetrahydro-2-hydroxy-6-methyl-4-(3-nitrophenyl)-2-(trichloromethyl)-3,5-pyridinedicarboxylate). Yield: 40747.3%. As a reaction SMILES: [Cl:1][C:2]([Cl:22])([Cl:21])[C:3](=[O:20])[C:4](=[CH:10][C:11]1[CH:16]=[CH:15][CH:14]=[C:13]([N+:17]([O-:19])=[O:18])[CH:12]=1)[C:5]([O:7][CH2:8][CH3:9])=[O:6].[NH2:23][C:24]([CH3:31])=[CH:25][C:26]([O:28][CH2:29][CH3:30])=[O:27]>C(O)(C)(C)C>[OH:20][C:3]1([C:2]([Cl:21])([Cl:22])[Cl:1])[CH:4]([C:5]([O:7][CH2:8][CH3:9])=[O:6])[CH:10]([C:11]2[CH:16]=[CH:15][CH:14]=[C:13]([N+:17]([O-:19])=[O:18])[CH:12]=2)[C:25]([C:26]([O:28][CH2:29][CH3:30])=[O:27])=[C:24]([CH3:31])[NH:23]1. Procedure details: Ethyl 4,4,4-trichloro-2-(3-nitrophenylmethylene)-3-oxobutanoate (7.19 g, 0.02 mmoles) and ethyl 3-amino-2-butenoate (2.53 g) were heated at 60° for 24 hours in tert-butanol (60 ml). The solvent was evaporated and the residue chromatographed on silica eluting with ether/petroleum ether (60°-80°) mixtures to give the title compound (4.04 g). Recrystallised from 2-propanol. mp 125°-6.5°. The reactants are O=[N+]([O-])c1ccc2[nH]nc(NCc3ccccc3)c2c1, CCO, N, O=S(=O)([O-])[O-], O. The product is Nc1ccc2[nH]nc(NCc3ccccc3)c2c1. Reaction SMILES: [CH2:1]([c:2]1[cH:3][cH:4][cH:5][cH:6][cH:7]1)[NH:8][c:9]1[n:10][nH:11][c:12]2[cH:13][cH:14][c:15]([N+:18]([O-:19])=[O:20])[cH:16][c:17]12.[CH3:21][CH2:22][OH:23].[NH3:29].[O-:24][S:25](=[O:26])(=[O:27])[O-:28].[OH2:30]>>[CH2:1]([c:2]1[cH:3][cH:4][cH:5][cH:6][cH:7]1)[NH:8][c:9]1[n:10][nH:11][c:12]2[cH:13][cH:14][c:15]([NH2:18])[cH:16][c:17]12. The reactants are C(C)(C)N(CC)C(C)C (diisopropylethylamine), ClP(OCCC#N)Cl (dichloro(β-cyano)ethoxyphosphine), C(C)(C)NC(C)C (diisopropylamine). The reagents and catalysts are CN(C)C=1C=CN=CC1 (DMAP). The solvent is ClCCl (dichloromethane). Run at time 2 hour. Product: C(C)(C)N(C(C)C)P(OCCC#N)Cl (Diisopropylaminochloro(β-cyano)ethoxyphosphine). Reaction SMILES: [Cl:1][P:2](Cl)[O:3][CH2:4][CH2:5][C:6]#[N:7].[CH:9]([N:12]([CH:15]([CH3:17])[CH3:16])CC)([CH3:11])[CH3:10].C(NC(C)C)(C)C>ClCCl.CN(C1C=CN=CC=1)C>[CH:9]([N:12]([P:2]([Cl:1])[O:3][CH2:4][CH2:5][C:6]#[N:7])[CH:15]([CH3:17])[CH3:16])([CH3:11])[CH3:10]. Procedure details: To a solution of 0.54 mL (4.0 mmol) of dichloro(β-cyano)ethoxyphosphine in 40 mL of dichloromethane cooled in an ice-water bath was added 10 mL of diisopropylethylamine, followed by adding 0.64 mL (4.0 mmol) of diisopropylamine under Argon. The reaction mixture was warmed up to room temperature and stirred for 2 h. After adding 0.1 gm of DMAP into the solution, the reaction mixture is ready for the next step reaction. Starting materials: FC(C=1C=C(CN(C2=NC=C(C=N2)Br)CC2=C(C(=O)N(CCC(=O)OC(C)(C)C)CC)C=CC(=C2)C(F)(F)F)C=C(C1)C(F)(F)F)(F)F (Tert-butyl 3-[(2-{[(3,5-bis-trifluoromethyl-benzyl)-(5-bromo-pyrimidin-2-yl)-amino]-methyl}-4-trifluoromethyl-benzoyl)-ethyl-amino]-propionate), C([O-])(O)=O.[Na+] (sodium bicarbonate), C(C)(C)(C)P(C1=C(C=CC=C1)C1=CC=CC=C1)C(C)(C)C (2-(di-tert-butylphosphino)biphenyl), CC(C)([O-])C.[Na+] (sodium tert-butoxide), N1CCOCC1 (morpholine). Reagents/catalysts: C=1C=CC(=CC1)/C=C/C(=O)/C=C/C2=CC=CC=C2.C=1C=CC(=CC1)/C=C/C(=O)/C=C/C2=CC=CC=C2.C=1C=CC(=CC1)/C=C/C(=O)/C=C/C2=CC=CC=C2.[Pd].[Pd] (tris(dibenzylideneacetone)dipalladium). The solvent is C1(=CC=CC=C1)C (toluene), C(C)(=O)OCC (ethyl acetate). Run at time 8 hour. Yields the product FC(C=1C=C(CN(C2=NC=C(C=N2)N2CCOCC2)CC2=C(C(=O)N(CCC(=O)OC(C)(C)C)CC)C=CC(=C2)C(F)(F)F)C=C(C1)C(F)(F)F)(F)F (tert-butyl 3-[(2-{[(3,5-bis-trifluoromethyl-benzyl)-(5-morpholin-4-yl-pyrimidin-2-yl)-amino]-methyl}-4-trifluoromethyl-benzoyl)-ethyl-amino]-propionate). RXN SMILES: [F:1][C:2]([F:48])([F:47])[C:3]1[CH:4]=[C:5]([CH:40]=[C:41]([C:43]([F:46])([F:45])[F:44])[CH:42]=1)[CH2:6][N:7]([CH2:15][C:16]1[CH:35]=[C:34]([C:36]([F:39])([F:38])[F:37])[CH:33]=[CH:32][C:17]=1[C:18]([N:20]([CH2:30][CH3:31])[CH2:21][CH2:22][C:23]([O:25][C:26]([CH3:29])([CH3:28])[CH3:27])=[O:24])=[O:19])[C:8]1[N:13]=[CH:12][C:11](Br)=[CH:10][N:9]=1.C(P(C(C)(C)C)C1C=CC=CC=1C1C=CC=CC=1)(C)(C)C.CC(C)([O-])C.[Na+].[NH:76]1[CH2:81][CH2:80][O:79][CH2:78][CH2:77]1.C(=O)(O)[O-].[Na+]>C1(C)C=CC=CC=1.C1C=CC(/C=C/C(/C=C/C2C=CC=CC=2)=O)=CC=1.C1C=CC(/C=C/C(/C=C/C2C=CC=CC=2)=O)=CC=1.C1C=CC(/C=C/C(/C=C/C2C=CC=CC=2)=O)=CC=1.[Pd].[Pd].C(OCC)(=O)C>[F:1][C:2]([F:48])([F:47])[C:3]1[CH:4]=[C:5]([CH:40]=[C:41]([C:43]([F:46])([F:45])[F:44])[CH:42]=1)[CH2:6][N:7]([CH2:15][C:16]1[CH:35]=[C:34]([C:36]([F:39])([F:38])[F:37])[CH:33]=[CH:32][C:17]=1[C:18]([N:20]([CH2:30][CH3:31])[CH2:21][CH2:22][C:23]([O:25][C:26]([CH3:29])([CH3:28])[CH3:27])=[O:24])=[O:19])[C:8]1[N:13]=[CH:12][C:11]([N:76]2[CH2:81][CH2:80][O:79][CH2:78][CH2:77]2)=[CH:10][N:9]=1 |f:2.3,5.6,8.9.10.11.12|. Procedure details: Tert-butyl 3-[(2-{[(3,5-bis-trifluoromethyl-benzyl)-(5-bromo-pyrimidin-2-yl)-amino]-methyl}-4-trifluoromethyl-benzoyl)-ethyl-amino]-propionate (300 mg) is dissolved in toluene (5 ml), and thereto are added tris(dibenzylideneacetone)dipalladium (36 mg), 2-(di-tert-butylphosphino)biphenyl (47 mg), sodium tert-butoxide (57 mg) and morpholine (52 μl), and the mixture is stirred under nitrogen atmosphere at room temperature overnight. To the reaction solution are added a saturated aqueous sodium bica... Starting materials: CCOc1ccc(-c2cc(N)[nH]n2)cc1, Nc1cc[nH]n1, C1CCOC1, O=C1Nc2ccccc2C1=CO. Yields the product CCOc1ccc(-c2cc(NC=C3C(=O)Nc4ccccc43)[nH]n2)cc1. RXN SMILES: [CH2:19]([CH3:20])[O:21][c:22]1[cH:23][cH:24][c:25](-[c:28]2[cH:29][c:30]([NH2:33])[nH:31][n:32]2)[cH:26][cH:27]1.[NH2:1][c:2]1[cH:3][cH:4][nH:5][n:6]1.[O:34]1[CH2:35][CH2:36][CH2:37][CH2:38]1.[OH:7][CH:8]=[C:9]1[C:10](=[O:18])[NH:11][c:12]2[cH:13][cH:14][cH:15][cH:16][c:17]21>>[CH:8](=[C:9]1[C:10](=[O:18])[NH:11][c:12]2[cH:13][cH:14][cH:15][cH:16][c:17]21)[NH:33][c:30]1[cH:29][c:28](-[c:25]2[cH:24][cH:23][c:22]([O:21][CH2:19][CH3:20])[cH:27][cH:26]2)[n:32][nH:31]1.